Dataset: the Open Reaction Database (ORD), a public repository of structured organic reaction records. Task: describe an organic reaction: reactants, conditions, products, and yield Reactants: BrB(Br)Br, COc1ccc(C2(c3nnc4ncc(-c5ccccc5)nn34)CC2)cc1, COc1ccc(C2(c3nnc4nc(-c5ccccc5)cnn34)CC2)cc1, ClCCl. The product is Oc1ccc(C2(c3nnc4nc(-c5ccccc5)cnn34)CC2)cc1. As a reaction SMILES: [B:53]([Br:54])([Br:55])[Br:56].[CH3:1][O:2][c:3]1[cH:4][cH:5][c:6]([C:7]2([c:8]3[n:9]4[n:10][c:11](-[c:12]5[cH:13][cH:14][cH:15][cH:16][cH:17]5)[cH:18][n:19][c:20]4[n:21][n:22]3)[CH2:23][CH2:24]2)[cH:25][cH:26]1.[CH3:27][O:28][c:29]1[cH:30][cH:31][c:32]([C:35]2([c:38]3[n:39][n:40][c:41]4[n:42]3[n:43][cH:44][c:45](-[c:47]3[cH:48][cH:49][cH:50][cH:51][cH:52]3)[n:46]4)[CH2:36][CH2:37]2)[cH:33][cH:34]1.[Cl:57][CH2:58][Cl:59]>>[OH:28][c:29]1[cH:30][cH:31][c:32]([C:35]2([c:38]3[n:39][n:40][c:41]4[n:42]3[n:43][cH:44][c:45](-[c:47]3[cH:48][cH:49][cH:50][cH:51][cH:52]3)[n:46]4)[CH2:36][CH2:37]2)[cH:33][cH:34]1. Reactants: F[C@@H]1CO[C@@H](CC[C@H]1NC(OC(C)(C)C)=O)C1=C(C=NN1C)[N+](=O)[O-] (tert-butyl ((3S,4R,7S)-3-fluoro-7-(1-methyl-4-nitro-1H-pyrazol-5-yl)oxepan-4-yl)carbamate), F[C@@H]1CO[C@@H](CC[C@H]1NC(OC(C)(C)C)=O)C1=C(C=NN1C)[N+](=O)[O-] (tert-butyl ((3S,4R,7S)-3-fluoro-7-(1-methyl-4-nitro-1H-pyrazol-5-yl)oxepan-4-yl)carbamate), FC1=C(C=CC(=C1)F)C=1SC=C(N1)C(=O)O (2-(2,4-difluorophenyl)thiazole-4-carboxylic acid). Yields the product N[C@@H]1CC[C@H](OC[C@H]1F)C1=C(C=NN1C)NC(=O)C=1N=C(SC1)C1=C(C=C(C=C1)F)F (N-(5-((2S,5R,6S)-5-amino-6-fluorooxepan-2-yl)-1-methyl-1H-pyrazol-4-yl)-2-(2,4-difluorophenyl)thiazole-4-carboxamide). As a reaction SMILES: [F:1][C@H:2]1[C@H:8]([NH:9]C(=O)OC(C)(C)C)[CH2:7][CH2:6][C@@H:5]([C:17]2[N:21]([CH3:22])[N:20]=[CH:19][C:18]=2[N+:23]([O-])=O)[O:4][CH2:3]1.[F:26][C:27]1[CH:32]=[C:31]([F:33])[CH:30]=[CH:29][C:28]=1[C:34]1[S:35][CH:36]=[C:37]([C:39](O)=[O:40])[N:38]=1>>[NH2:9][C@H:8]1[C@H:2]([F:1])[CH2:3][O:4][C@H:5]([C:17]2[N:21]([CH3:22])[N:20]=[CH:19][C:18]=2[NH:23][C:39]([C:37]2[N:38]=[C:34]([C:28]3[CH:29]=[CH:30][C:31]([F:33])=[CH:32][C:27]=3[F:26])[S:35][CH:36]=2)=[O:40])[CH2:6][CH2:7]1. Reported procedure: Following the procedure for Example 111 starting from tert-butyl ((3S,4R,7S)-3-fluoro-7-(1-methyl-4-nitro-1H-pyrazol-5-yl)oxepan-4-yl)carbamate (Intermediate 80), and replacing 5-((tert-butoxycarbonyl)amino)-2-(2,6-difluorophenyl)thiazole-4-carboxylic acid with 2-(2,4-difluorophenyl)thiazole-4-carboxylic acid (see US2008/76771) gave 325. 1H NMR (400 MHz, DMSO-d6) δ 9.89 (s, 1H), 8.56-8.46 (m, 2H), 7.88 (s, 1H), 7.59-7.50 (m, 1H), 7.32-7.24 (m, 1H), 4.87 (dd, J=10.4, 3.5 Hz, 1H), 4.57-4.38 (m, 1H...